Dataset: the Open Reaction Database (ORD), a public repository of structured organic reaction records. Task: describe an organic reaction: reactants, conditions, products, and yield Starting materials: O=C[O-], O=Cc1ccc(OC(F)(F)F)cc1, [Na+], CN(C)C=O, Cl[Pd]Cl, c1ccc(P(c2ccccc2)c2ccccc2)cc1, c1ccc(P(c2ccccc2)c2ccccc2)cc1. Yields the product OCc1ccc(OC(F)(F)F)cc1. Reaction SMILES: [CH:14]([O-:15])=[O:16].[F:1][C:2]([O:3][c:4]1[cH:5][cH:6][c:7]([CH:8]=[O:9])[cH:10][cH:11]1)([F:12])[F:13].[Na+:17].[O:59]=[CH:60][N:61]([CH3:62])[CH3:63].[Pd:18]([Cl:19])[Cl:20].[c:21]1([P:22]([c:23]2[cH:24][cH:25][cH:26][cH:27][cH:28]2)[c:29]2[cH:30][cH:31][cH:32][cH:33][cH:34]2)[cH:35][cH:36][cH:37][cH:38][cH:39]1.[c:40]1([P:41]([c:42]2[cH:43][cH:44][cH:45][cH:46][cH:47]2)[c:48]2[cH:49][cH:50][cH:51][cH:52][cH:53]2)[cH:54][cH:55][cH:56][cH:57][cH:58]1>>[F:1][C:2]([O:3][c:4]1[cH:5][cH:6][c:7]([CH2:8][OH:9])[cH:10][cH:11]1)([F:12])[F:13]. Starting materials: FC=1C=C(C=CC1)S(=O)(=O)N([C@H](C(=O)OC)CO)CC (methyl (2S)-2-[(3-fluorophenyl)sulfonyl-ethyl-amino]-3-hydroxy-propanoate), [OH-].[Na+] (NaOH). Run in O1CCOCC1 (dioxane). Run at temperature 80 celsius. Product: C(C)N(C(C(=O)O)=C)S(=O)(=O)C1=CC(=CC=C1)F (2-[ethyl-(3-fluorophenyl)sulfonyl-amino]prop-2-enoic acid). Isolated yield 24.3%. As a reaction SMILES: [F:1][C:2]1[CH:3]=[C:4]([S:8]([N:11]([CH2:19][CH3:20])[C@@H:12]([CH2:17]O)[C:13]([O:15]C)=[O:14])(=[O:10])=[O:9])[CH:5]=[CH:6][CH:7]=1.[OH-].[Na+]>O1CCOCC1>[CH2:19]([N:11]([S:8]([C:4]1[CH:5]=[CH:6][CH:7]=[C:2]([F:1])[CH:3]=1)(=[O:10])=[O:9])[C:12](=[CH2:17])[C:13]([OH:15])=[O:14])[CH3:20] |f:1.2|. Procedure details: A solution of 3F (3.0 g, 9.8 mmol) in dioxane (30 mL) was added with 20% NaOH aq. solution (20 mL) and the mixture heated at 80° C. for 5 h. The organic solvent was removed under reduced pressure and the aqueous phase acidified with 10% HCl. The solid formed was filtered under vacuum, washed with cold water (1×50 mL) and dried to afford 4F as white solid (650 mg, 25% yield). 1HNMR (DMSO, 200 MHz) δ 1.11 (t, 3H, J=7.7), 3.43 (q, 2H), 5.78 (s, 1H), 6.36 (s, 1H), 7.69 (m, 2H), 7.84 (m, 2H), 12.98 (... Run in O1CCOCC1 (dioxane). Procedure details: 3-Amino-4-(2,4-dichlorophenyl)pyrazole and ethyl acetoacetate (2 equivalents) were dissolved in dioxane and heated under reflux overnight. The mixture was concentrated in vacuo and diluted with ethyl acetate. An off-white solid formed after 2 days standing was collected by vacuum filtration, yielding 3-(2,4-dichlorophenyl)-5-methyl-7-hydroxypyrazolo[2,3-a]pyrimidine (intermediate 1). The reactants are NC1=NNC=C1C1=C(C=C(C=C1)Cl)Cl (3-Amino-4-(2,4-dichlorophenyl)pyrazole), C(CC(=O)C)(=O)OCC (ethyl acetoacetate). Yields the product ClC1=C(C=CC(=C1)Cl)C=1C=NN2C1N=C(C=C2O)C (3-(2,4-dichlorophenyl)-5-methyl-7-hydroxypyrazolo[2,3-a]pyrimidine). RXN SMILES: [NH2:1][C:2]1[C:6]([C:7]2[CH:12]=[CH:11][C:10]([Cl:13])=[CH:9][C:8]=2[Cl:14])=[CH:5][NH:4][N:3]=1.[C:15](OCC)(=[O:20])[CH2:16][C:17]([CH3:19])=O>O1CCOCC1>[Cl:14][C:8]1[CH:9]=[C:10]([Cl:13])[CH:11]=[CH:12][C:7]=1[C:6]1[CH:5]=[N:4][N:3]2[C:15]([OH:20])=[CH:16][C:17]([CH3:19])=[N:1][C:2]=12.